From a dataset of the Open Reaction Database (ORD), a public repository of structured organic reaction records. describe an organic reaction: reactants, conditions, products, and yield The reactants are C(C)(C)(C)OC(C(N1N=C(C2=CC(=CC=C12)O)C#N)C(C)(C)C)=O (tert-butyl (3-cyano-5-hydroxy-indazol-1-yl)-acetic acid tert-butyl ester), C(C)(=O)C1=NN(C2=CC=C(C=C12)OCC1=NC=CC=N1)CC(=O)OC (methyl 2-(3-acetyl-5-(pyrimidin-2-ylmethoxy)-1H-indazol-1-yl)acetate). The product is C(#N)C1=NN(C2=CC=C(C=C12)OCC1=NC=CC=N1)CC(=O)OC(C)(C)C (Tert-butyl 2-(3-cyano-5-(pyrimidin-2-ylmethoxy)-1H-indazol-1-yl)acetate). RXN SMILES: [C:1]([O:5][C:6](=[O:24])[CH:7](C(C)(C)C)[N:8]1[C:16]2[C:11](=[CH:12][C:13]([OH:17])=[CH:14][CH:15]=2)[C:10]([C:18]#[N:19])=[N:9]1)([CH3:4])([CH3:3])[CH3:2].C(C1C2C(=CC=C(O[CH2:38][C:39]3[N:44]=[CH:43][CH:42]=[CH:41][N:40]=3)C=2)N(CC(OC)=O)N=1)(=O)C>>[C:18]([C:10]1[C:11]2[C:16](=[CH:15][CH:14]=[C:13]([O:17][CH2:38][C:39]3[N:44]=[CH:43][CH:42]=[CH:41][N:40]=3)[CH:12]=2)[N:8]([CH2:7][C:6]([O:5][C:1]([CH3:2])([CH3:3])[CH3:4])=[O:24])[N:9]=1)#[N:19]. Procedure details: The title compound was prepared from tert-butyl (3-cyano-5-hydroxy-indazol-1-yl)-acetic acid tert-butyl ester in a similar manner as described in step G of Scheme A4 for the preparation of methyl 2-(3-acetyl-5-(pyrimidin-2-ylmethoxy)-1H-indazol-1-yl)acetate. MS (LC-MS): 366.0 [M+H]+, tR (HPLC conditions e): 4.63 min. Starting materials: COC(=O)C(C)(C)C, C1CCOC1, [Li]CCCC, COP(C)(=O)OC, CC(=O)O, O. Product: COP(=O)(CC(=O)C(C)(C)C)OC. RXN SMILES: [C:13]([C:14]([CH3:15])([CH3:16])[CH3:17])(=[O:18])[O:19][CH3:20].[CH2:25]1[O:26][CH2:27][CH2:28][CH2:29]1.[CH2:8]([Li:9])[CH2:10][CH2:11][CH3:12].[CH3:1][P:2]([O:3][CH3:4])([O:5][CH3:6])=[O:7].[CH3:21][C:22](=[O:23])[OH:24].[OH2:30]>>[CH2:1]([P:2]([O:3][CH3:4])([O:5][CH3:6])=[O:7])[C:13]([C:14]([CH3:15])([CH3:16])[CH3:17])=[O:18]. Starting materials: BrC1=C(OC=2C=CC(=C(C2)O)SC)C=CC(=C1)[N+](=O)[O-] (5-(2-Bromo-4-nitrophenoxy)-2-(methylthio)phenol), BrC(C(=O)OCC)C (ethyl 2-bromopropionate), CS(=O)C (dimethylsulfoxide), glass, O (water). Run in CCCCCC.C(C)(=O)OCC (hexane ethyl acetate). Run at time 8 hour. The product is C(C)OC(C(C)SC1=C(C=CC(=C1)OC1=C(C=C(C=C1)[N+](=O)[O-])Br)C)=O (ethyl-2-[5-(2-bromo-4-nitrophenoxy)-2-methylthiophenoxy]propionate). Reaction SMILES: [Br:1][C:2]1[CH:17]=[C:16]([N+:18]([O-:20])=[O:19])[CH:15]=[CH:14][C:3]=1[O:4][C:5]1[CH:6]=[CH:7][C:8](SC)=[C:9](O)[CH:10]=1.Br[CH:22]([CH3:28])[C:23]([O:25][CH2:26][CH3:27])=[O:24].C[S:30]([CH3:32])=O.O>CCCCCC.C(OCC)(=O)C>[CH2:26]([O:25][C:23](=[O:24])[CH:22]([S:30][C:32]1[CH:6]=[C:5]([O:4][C:3]2[CH:14]=[CH:15][C:16]([N+:18]([O-:20])=[O:19])=[CH:17][C:2]=2[Br:1])[CH:10]=[CH:9][C:8]=1[CH3:7])[CH3:28])[CH3:27] |f:4.5|. Reported procedure: 5-(2-Bromo-4-nitrophenoxy)-2-(methylthio)phenol (0.05 mole) potassium carbonate (0.2 mole), ethyl 2-bromopropionate (0.08 mole) and dimethylsulfoxide (200 ml) are charged into a 500 ml glass reaction flask equipped with a mechanical stirrer. The reaction mixture is stirred at room temperature for a period of about 8 hours. After this time the mixture is poured into 500 ml of water. The resulting mixture is extracted three times with 100 ml portions of methylene chloride. The extracts are then co... Product: CC(C)(C)OC(=O)NC1(c2ccc(-c3ccc(C4(O)CC4)cc3)cn2)CC1. Starting materials: [Br-], CC[Mg+], C1CCOC1, COC(=O)c1ccc(-c2ccc(C3(NC(=O)OC(C)(C)C)CC3)nc2)cc1. Reaction SMILES: [Br-:28].[CH2:29]([CH3:30])[Mg+:31].[CH2:32]1[O:33][CH2:34][CH2:35][CH2:36]1.[CH3:1][O:2][C:3]([c:4]1[cH:5][cH:6][c:7](-[c:10]2[cH:11][n:12][c:13]([C:16]3([NH:19][C:20](=[O:21])[O:22][C:23]([CH3:24])([CH3:25])[CH3:26])[CH2:17][CH2:18]3)[cH:14][cH:15]2)[cH:8][cH:9]1)=[O:27]>>[C:3]1([c:4]2[cH:5][cH:6][c:7](-[c:10]3[cH:11][n:12][c:13]([C:16]4([NH:19][C:20](=[O:21])[O:22][C:23]([CH3:24])([CH3:25])[CH3:26])[CH2:17][CH2:18]4)[cH:14][cH:15]3)[cH:8][cH:9]2)([OH:27])[CH2:29][CH2:30]1. Starting materials: C[Si](C)(C)CCOCn1c(C=O)nc2ccccc21, ClCCl, CC(N)c1ccccn1. Product: CC(NCc1nc2ccccc2n1COCC[Si](C)(C)C)c1ccccn1. Reaction SMILES: [CH3:1][Si:2]([CH2:3][CH2:4][O:5][CH2:6][n:7]1[c:8]([CH:16]=[O:17])[n:9][c:10]2[c:11]1[cH:12][cH:13][cH:14][cH:15]2)([CH3:18])[CH3:19].[Cl:29][CH2:30][Cl:31].[n:20]1[c:21]([CH:26]([CH3:27])[NH2:28])[cH:22][cH:23][cH:24][cH:25]1>>[CH3:1][Si:2]([CH2:3][CH2:4][O:5][CH2:6][n:7]1[c:8]([CH2:16][NH:28][CH:26]([c:21]2[n:20][cH:25][cH:24][cH:23][cH:22]2)[CH3:27])[n:9][c:10]2[c:11]1[cH:12][cH:13][cH:14][cH:15]2)([CH3:18])[CH3:19].